From a dataset of the Open Reaction Database (ORD), a public repository of structured organic reaction records. describe an organic reaction: reactants, conditions, products, and yield Reactants: N(=NC(C#N)(C)C)C(C#N)(C)C (azobisisobutyronitrile), FC1=C(C(=C(C(=C1C=C)F)F)F)F (pentafluorostyrene), C(=CC1=CC=CC=C1)S(=O)(=O)[O-].[Na+] (sodium styrenesulfonate), FC1=C(C(=C(C(=C1C=C)F)F)F)F (pentafluorostyrene). Solvent: CS(=O)C (DMSO), CS(=O)C (dimethylsulfoxide). The product is C(=CC1=CC=CC=C1)S(=O)(=O)[O-].FC1=C(C(=C(C(=C1C=C)F)F)F)F (styrenesulfonate pentafluorostyrene), P(SSNa-co-PFS). RXN SMILES: [CH:1]([S:9]([O-:12])(=[O:11])=[O:10])=[CH:2][C:3]1[CH:8]=[CH:7][CH:6]=[CH:5][CH:4]=1.[Na+].[F:14][C:15]1[C:20]([CH:21]=[CH2:22])=[C:19]([F:23])[C:18]([F:24])=[C:17]([F:25])[C:16]=1[F:26].N(C(C)(C)C#N)=NC(C)(C)C#N>CS(C)=O>[CH:1]([S:9]([O-:12])(=[O:10])=[O:11])=[CH:2][C:3]1[CH:8]=[CH:7][CH:6]=[CH:5][CH:4]=1.[F:14][C:15]1[C:20]([CH:21]=[CH2:22])=[C:19]([F:23])[C:18]([F:24])=[C:17]([F:25])[C:16]=1[F:26] |f:0.1,5.6|. Procedure: 48 g of sodium styrenesulfonate (SSNa) (available from Sigma-Aldrich Corp.) and 2.5 g of pentafluorostyrene (PFS) are fully dissolved in 0.6 L of dimethylsulfoxide (DMSO) with heating. Then, 0.3 g of azobisisobutyronitrile (AIBN) is added dropwise to the DMSO solution. The monomers are polymerized for 24 hours or more. The polymerization is carried out varying the content of pentafluorostyrene (PFS) (5, 10, and 20 wt %). The reaction product is allowed to sit at ambient temperature. Then, a prec...